From a dataset of the Open Reaction Database (ORD), a public repository of structured organic reaction records. describe an organic reaction: reactants, conditions, products, and yield Reactants: BrCCCN1CCCC1, Br, Cc1nsc(NC(=O)c2nc(Sc3nncn3C)ccc2Sc2ccc(O)cc2)n1. RXN SMILES: [Br:32][CH2:33][CH2:34][CH2:35][N:36]1[CH2:37][CH2:38][CH2:39][CH2:40]1.[BrH:31].[OH:1][c:2]1[cH:3][cH:4][c:5]([S:8][c:9]2[c:10]([C:22](=[O:23])[NH:24][c:25]3[n:26][c:27]([CH3:30])[n:28][s:29]3)[n:11][c:12]([S:15][c:16]3[n:17][n:18][cH:19][n:20]3[CH3:21])[cH:13][cH:14]2)[cH:6][cH:7]1>>[O:1]([c:2]1[cH:3][cH:4][c:5]([S:8][c:9]2[c:10]([C:22](=[O:23])[NH:24][c:25]3[n:26][c:27]([CH3:30])[n:28][s:29]3)[n:11][c:12]([S:15][c:16]3[n:17][n:18][cH:19][n:20]3[CH3:21])[cH:13][cH:14]2)[cH:6][cH:7]1)[CH2:33][CH2:34][CH2:35][N:36]1[CH2:37][CH2:38][CH2:39][CH2:40]1. The product is Cc1nsc(NC(=O)c2nc(Sc3nncn3C)ccc2Sc2ccc(OCCCN3CCCC3)cc2)n1. Reactants: C(c1ccccc1C#N)=O, CC1=CN=C(C=C1)N, [C-]#[N+]C1CCCCC1. Reagents/catalysts: O=C(O)C(F)(F)F (trifluoroacetic acid). Solvent: CC(C)O (isopropyl alcohol), CC(C)O (isopropylalcohol). Reaction conditions: temperature 22 celsius, time 20 hour. The product is Cc1ccc2nc(c3ccccc3C#N)c(NC3CCCCC3)n2c1. Isolated yield 31.0%. RXN SMILES: CC1=CC=C(N)N=C1.[C-]#[N+]C1CCCCC1.O=CC1=C(C=CC=C1)C#N>>CC1=CN2C(C=C1)=NC(=C2NC1CCCCC1)C1=C(C=CC=C1)C#N. Reactants: [H-].[Na+] (sodium hydride), O (water), FC1=CC=C2C=C(NC2=C1)C(=O)OCC (ethyl 6-fluoro-2-indolecarboxylate), BrCCN1C(C=2C(C1=O)=CC=CC2)=O (N-(2-bromoethyl)phthalimide). Run in CN(C=O)C (dimethylformamide), CN(C=O)C (dimethylformamide). Conditions: time 30 minute. The product is FC1=CC=C2C=C(N(C2=C1)CCN1C(C=2C(C1=O)=CC=CC2)=O)C(=O)OCC (Ethyl 6-fluoro-1-(2-phthalimidoethyl)-2-indolecarboxylate). Reaction SMILES: [F:1][C:2]1[CH:10]=[C:9]2[C:5]([CH:6]=[C:7]([C:11]([O:13][CH2:14][CH3:15])=[O:12])[NH:8]2)=[CH:4][CH:3]=1.[H-].[Na+].Br[CH2:19][CH2:20][N:21]1[C:25](=[O:26])[C:24]2=[CH:27][CH:28]=[CH:29][CH:30]=[C:23]2[C:22]1=[O:31].O>CN(C)C=O>[F:1][C:2]1[CH:10]=[C:9]2[C:5]([CH:6]=[C:7]([C:11]([O:13][CH2:14][CH3:15])=[O:12])[N:8]2[CH2:19][CH2:20][N:21]2[C:25](=[O:26])[C:24]3=[CH:27][CH:28]=[CH:29][CH:30]=[C:23]3[C:22]2=[O:31])=[CH:4][CH:3]=1 |f:1.2|. Reported procedure: A 1.0 g portion of ethyl 6-fluoro-2-indolecarboxylate was dissolved in 50 ml of dimethylformamide, mixed under ice-cooling with a suspension consisting of 0.3 g of 60% sodium hydride and 10 ml of dimethylformamide, stirred at the same temperature for 30 minutes, further mixed with 5.0 g of N-(2-bromoethyl)phthalimide and then stirred for 24 hours while gradually returning to room temperature. After terminating the reaction by adding water, this was extracted with ethyl acetate. The organic layer... The reactants are BrC=1C(=C2C(=NC1)NC=C2)Cl (5-Bromo-4-chloro-1H-pyrrolo[2,3-b]pyridine), [N-]=[N+]=[N-].[Na+] (sodium azide), [Cl-].[NH4+] (ammonium chloride). Run in CN(C=O)C (dimethylformamide), O (water). Conditions: temperature 110 celsius. Product: N(=[N+]=[N-])C1=C2C(=NC=C1Br)NC=C2 (4-Azido-5-bromo-1H-pyrrolo[2,3-b]pyridine). Yield: 43.1%. As a reaction SMILES: [Br:1][C:2]1[C:3](Cl)=[C:4]2[CH:10]=[CH:9][NH:8][C:5]2=[N:6][CH:7]=1.[N-:12]=[N+:13]=[N-:14].[Na+].[Cl-].[NH4+]>CN(C)C=O.O>[N:12]([C:3]1[C:2]([Br:1])=[CH:7][N:6]=[C:5]2[NH:8][CH:9]=[CH:10][C:4]=12)=[N+:13]=[N-:14] |f:1.2,3.4|. Reported procedure: 5-Bromo-4-chloro-1H-pyrrolo[2,3-b]pyridine (1.5 g, 6.5 mmol), sodium azide (2.11 g, 32 mmol), and ammonium chloride (1.73 g, 32 mmol) were suspended in anhydrous dimethylformamide (10 mL). The reaction was heated to 110° C. for 19 h. The reaction mixture was diluted with water and the solids were collected. The solids were dissolved in a mixture of acetone and ethylacetate, the solution was filtered and concentrated to afford 4-Azido-5-bromo-1H-pyrrolo[2,3-b]pyridine (670 mg, 2.8 mmol, 43%). MS:... The reactants are COC(=O)Cc1cc2nn(Cc3ncc(C)c(OC)c3C)nc3c-2c1CSN=C3N(C(=O)OC(C)(C)C)C(=O)OC(C)(C)C, CO, Cl, [Na+], [OH-], O. Yields the product COc1c(C)cnc(Cn2nc3cc(CC(=O)O)c4c-3c(n2)C(N(C(=O)OC(C)(C)C)C(=O)OC(C)(C)C)=NSC4)c1C. As a reaction SMILES: [C:1]([CH3:2])([CH3:3])([CH3:4])[O:5][C:6](=[O:7])[N:8]([C:9]1=[N:18][S:17][CH2:16][c:15]2[c:11]3[c:10]1[n:26][n:25]([CH2:27][c:28]1[n:29][cH:30][c:31]([CH3:37])[c:32]([O:35][CH3:36])[c:33]1[CH3:34])[n:24][c:12]-3[cH:13][c:14]2[CH2:19][C:20](=[O:21])[O:22][CH3:23])[C:38](=[O:39])[O:40][C:41]([CH3:42])([CH3:43])[CH3:44].[CH3:45][OH:46].[ClH:49].[Na+:48].[OH-:47].[OH2:50]>>[C:1]([CH3:2])([CH3:3])([CH3:4])[O:5][C:6](=[O:7])[N:8]([C:9]1=[N:18][S:17][CH2:16][c:15]2[c:11]3[c:10]1[n:26][n:25]([CH2:27][c:28]1[n:29][cH:30][c:31]([CH3:37])[c:32]([O:35][CH3:36])[c:33]1[CH3:34])[n:24][c:12]-3[cH:13][c:14]2[CH2:19][C:20](=[O:21])[OH:22])[C:38](=[O:39])[O:40][C:41]([CH3:42])([CH3:43])[CH3:44]. Starting materials: [BH4-], [Li]CCCC, COC(=O)C(Cc1ccccc1)NC(=O)OC(C)(C)C, COP(C)(=O)OC, O=C(Cl)OCc1ccccc1, [Li+], O=C1CCCN1. Product: COP(=O)(CC(=O)C(Cc1ccccc1)NC(=O)OC(C)(C)C)OC. Reaction SMILES: [BH4-:23].[CH2:18]([Li:19])[CH2:20][CH2:21][CH3:22].[CH3:25][O:26][C:27]([CH:28]([NH:29][C:30](=[O:31])[O:32][C:33]([CH3:34])([CH3:35])[CH3:36])[CH2:37][c:38]1[cH:39][cH:40][cH:41][cH:42][cH:43]1)=[O:44].[CH3:45][O:46][P:47]([O:48][CH3:49])(=[O:50])[CH3:51].[Cl:7][C:8]([O:9][CH2:10][c:11]1[cH:12][cH:13][cH:14][cH:15][cH:16]1)=[O:17].[Li+:24].[NH:1]1[CH2:2][CH2:3][CH2:4][C:5]1=[O:6]>>[C:27]([CH:28]([NH:29][C:30](=[O:31])[O:32][C:33]([CH3:34])([CH3:35])[CH3:36])[CH2:37][c:38]1[cH:39][cH:40][cH:41][cH:42][cH:43]1)(=[O:44])[CH2:51][P:47]([O:46][CH3:45])([O:48][CH3:49])=[O:50].